Dataset: the Open Reaction Database (ORD), a public repository of structured organic reaction records. Task: describe an organic reaction: reactants, conditions, products, and yield Reactants: O=C([O-])O, C=CCNc1c([N+](=O)[O-])cc(C(=O)OC)c(Nc2ccc(I)cc2F)c1F, CO, [Cl-], [Fe], [NH4+], [Na+], C1COCCO1. The product is C=CCNc1c(N)cc(C(=O)OC)c(Nc2ccc(I)cc2F)c1F. Reaction SMILES: [C:32](=[O:33])([OH:34])[O-:35].[CH3:1][O:2][C:3]([c:4]1[c:5]([NH:18][c:19]2[c:20]([F:26])[cH:21][c:22]([I:25])[cH:23][cH:24]2)[c:6]([F:17])[c:7]([NH:13][CH2:14][CH:15]=[CH2:16])[c:8]([N+:10]([O-:11])=[O:12])[cH:9]1)=[O:27].[CH3:30][OH:31].[Cl-:28].[Fe:37].[NH4+:29].[Na+:36].[O:38]1[CH2:39][CH2:40][O:41][CH2:42][CH2:43]1>>[CH3:1][O:2][C:3]([c:4]1[c:5]([NH:18][c:19]2[c:20]([F:26])[cH:21][c:22]([I:25])[cH:23][cH:24]2)[c:6]([F:17])[c:7]([NH:13][CH2:14][CH:15]=[CH2:16])[c:8]([NH2:10])[cH:9]1)=[O:27]. Starting materials: C12(CC3CC(CC(C1)C3)C2)C=2C=C(C=CC2OC)CSC2=CC=C(C(=O)OC)C=C2 (methyl 4-[3-(1-adamantyl)-4-methoxyphenylmethylthio]benzoate), ClC1=CC(=CC=C1)C(=O)OO (meta-chloroperbenzoic acid), methyl ester. Reported procedure: In a manner analogous to that of Example 2(b), 2.96 g (7 mmol) of methyl 4-[3-(1-adamantyl)-4-methoxyphenylmethylthio]benzoate were reacted with 1.42 g (7 mmol) of meta-chloroperbenzoic acid and 2.33 g (76%) of the expected methyl ester, having a melting point of 151°-2° C., were recovered. RXN SMILES: [C:1]12([C:11]3[CH:12]=[C:13]([CH2:19][S:20][C:21]4[CH:30]=[CH:29][C:24]([C:25]([O:27][CH3:28])=[O:26])=[CH:23][CH:22]=4)[CH:14]=[CH:15][C:16]=3[O:17][CH3:18])[CH2:10][CH:5]3[CH2:6][CH:7]([CH2:9][CH:3]([CH2:4]3)[CH2:2]1)[CH2:8]2.ClC1C=CC=C(C(OO)=[O:39])C=1>>[C:1]12([C:11]3[CH:12]=[C:13]([CH2:19][S:20]([C:21]4[CH:30]=[CH:29][C:24]([C:25]([O:27][CH3:28])=[O:26])=[CH:23][CH:22]=4)=[O:39])[CH:14]=[CH:15][C:16]=3[O:17][CH3:18])[CH2:10][CH:5]3[CH2:4][CH:3]([CH2:9][CH:7]([CH2:6]3)[CH2:8]1)[CH2:2]2. Product: C12(CC3CC(CC(C1)C3)C2)C=2C=C(C=CC2OC)CS(=O)C2=CC=C(C(=O)OC)C=C2 (methyl 4-[3-(1-adamantyl)-4-methoxyphenylmethylsulfinyl]benzoate). Reactants: COC(=O)CC1COc2cc(OCc3cccc(-c4c(C)ccc5ccccc45)c3)ccc21, CO, Cl, [Na+], C1CCOC1, [OH-], O. Yields the product Cc1ccc2ccccc2c1-c1cccc(COc2ccc3c(c2)OCC3CC(=O)O)c1. As a reaction SMILES: [CH3:1][c:2]1[c:3](-[c:12]2[cH:13][c:14]([CH2:15][O:16][c:17]3[cH:18][c:19]4[c:20]([cH:29][cH:30]3)[CH:21]([CH2:24][C:25](=[O:26])[O:27][CH3:28])[CH2:22][O:23]4)[cH:31][cH:32][cH:33]2)[c:4]2[cH:5][cH:6][cH:7][cH:8][c:9]2[cH:10][cH:11]1.[CH3:34][OH:35].[ClH:38].[Na+:37].[O:40]1[CH2:41][CH2:42][CH2:43][CH2:44]1.[OH-:36].[OH2:39]>>[CH3:1][c:2]1[c:3](-[c:12]2[cH:13][c:14]([CH2:15][O:16][c:17]3[cH:18][c:19]4[c:20]([cH:29][cH:30]3)[CH:21]([CH2:24][C:25](=[O:26])[OH:27])[CH2:22][O:23]4)[cH:31][cH:32][cH:33]2)[c:4]2[cH:5][cH:6][cH:7][cH:8][c:9]2[cH:10][cH:11]1. Reactants: C1(CC1)C#CC1=CNC(C=2C3=C(C(=NC12)NC(C(C)(C)C)C)C=CC(=C3)Br)=O (4-(cyclopropylethynyl)-9-bromo-6-[(1,2,2-trimethylpropyl)amino]benzo[c]-1,6-naphthyridin-1(2H)-one), CC1(OB(OC1(C)C)C=1C=NNC1)C (4-(4,4,5,5-tetramethyl-1,3,2-dioxaborolan-2-yl)-1H-pyrazole), C([O-])([O-])=O.[Na+].[Na+] (sodium carbonate). The reagents and catalysts are C1=CC=C(C=C1)P([C-]2C=CC=C2)C3=CC=CC=C3.C1=CC=C(C=C1)P([C-]2C=CC=C2)C3=CC=CC=C3.Cl[Pd]Cl.[Fe+2].C(Cl)Cl (PdCl2(dppf) CH2Cl2). The solvent is CN(C)C=O (DMF). Run at temperature 130 celsius, time 10 minute. Product: C1(CC1)C#CC1=CNC(C=2C3=C(C(=NC12)NC(C(C)(C)C)C)C=CC(=C3)C=3C=NNC3)=O (4-(cyclopropylethynyl)-9-(1H-pyrazol-4-yl)-6-[(1,2,2-trimethylpropyl)amino]benzo[c]-1,6-naphthyridin-1(2H)-one). Reaction SMILES: [CH:1]1([C:4]#[C:5][C:6]2[C:15]3[N:14]=[C:13]([NH:16][CH:17]([CH3:22])[C:18]([CH3:21])([CH3:20])[CH3:19])[C:12]4[CH:23]=[CH:24][C:25](Br)=[CH:26][C:11]=4[C:10]=3[C:9](=[O:28])[NH:8][CH:7]=2)[CH2:3][CH2:2]1.CC1(C)C(C)(C)OB([C:37]2[CH:38]=[N:39][NH:40][CH:41]=2)O1.C(=O)([O-])[O-].[Na+].[Na+]>C1C=CC(P(C2C=CC=CC=2)[C-]2C=CC=C2)=CC=1.C1C=CC(P(C2C=CC=CC=2)[C-]2C=CC=C2)=CC=1.Cl[Pd]Cl.[Fe+2].C(Cl)Cl.CN(C=O)C>[CH:1]1([C:4]#[C:5][C:6]2[C:15]3[N:14]=[C:13]([NH:16][CH:17]([CH3:22])[C:18]([CH3:21])([CH3:20])[CH3:19])[C:12]4[CH:23]=[CH:24][C:25]([C:37]5[CH:38]=[N:39][NH:40][CH:41]=5)=[CH:26][C:11]=4[C:10]=3[C:9](=[O:28])[NH:8][CH:7]=2)[CH2:3][CH2:2]1 |f:2.3.4,5.6.7.8.9|. Procedure: 4-(cyclopropylethynyl)-9-bromo-6-[(1,2,2-trimethylpropyl)amino]benzo[c]-1,6-naphthyridin-1(2H)-one (750 mg, 1.711 mmol), 4-(4,4,5,5-tetramethyl-1,3,2-dioxaborolan-2-yl)-1H-pyrazole (664 mg, 3.42 mmol), and PdCl2(dppf)-CH2Cl2 adduct (279 mg, 0.342 mmol) were added to a vial, followed by DMF (1.71E+04 μl) and aqueous sodium carbonate (2M) (1711 μl, 3.42 mmol). The reaction was purged with argon (subsurface bubbling) for 10 min. The reaction mixture was heated in a microwave oven at 130° C. for 45 ... Reactants: C(=O)(OCC1=CC=CC=C1)N(C)CC(=O)O (Cbz-Sarcosine), CC(C)(C)C=1C=C(C=C(C1O)C(C)(C)C)C(CBr)=O (1-[3,5-bis(1,1-dimethylethyl)-4-hydroxyphenyl]-2-bromo-ethanone), C([O-])([O-])=O.[Cs+].[Cs+] (caesium carbonate). Run in CN(C)C=O (DMF). The product is CN(CC(=O)OCC(=O)C1=CC(=C(C(=C1)C(C)(C)C)O)C(C)(C)C)C(=O)OCC1=CC=CC=C1 ({[3,5-bis-(1,1-dimethylethyl)-4-hydroxyphenyl]carbonyl}methyl N-methyl-N-[(phenylmethoxy)carbonyl]glycinate). RXN SMILES: [C:1]([N:11]([CH2:13][C:14]([OH:16])=[O:15])[CH3:12])([O:3][CH2:4][C:5]1[CH:10]=[CH:9][CH:8]=[CH:7][CH:6]=1)=[O:2].[CH3:17][C:18]([C:21]1[CH:22]=[C:23]([C:32](=[O:35])[CH2:33]Br)[CH:24]=[C:25]([C:28]([CH3:31])([CH3:30])[CH3:29])[C:26]=1[OH:27])([CH3:20])[CH3:19].C(=O)([O-])[O-].[Cs+].[Cs+]>CN(C=O)C>[CH3:12][N:11]([C:1]([O:3][CH2:4][C:5]1[CH:10]=[CH:9][CH:8]=[CH:7][CH:6]=1)=[O:2])[CH2:13][C:14]([O:16][CH2:33][C:32]([C:23]1[CH:24]=[C:25]([C:28]([CH3:30])([CH3:29])[CH3:31])[C:26]([OH:27])=[C:21]([C:18]([CH3:20])([CH3:19])[CH3:17])[CH:22]=1)=[O:35])=[O:15] |f:2.3.4|. Procedure details: This intermediate is obtained in a standard fashion starting from Cbz-Sarcosine and 1-[3,5-bis(1,1-dimethylethyl)-4-hydroxyphenyl]-2-bromo-ethanone in the presence of caesium carbonate in DMF. Reactants: COC(=O)c1ccc([N+](=O)[O-])cn1, CC(=O)O, CN(C)C=O, SCc1cccc(Cl)c1, [H-], [Na+]. Product: COC(=O)c1ccc(S(=O)Cc2cccc(Cl)c2)cn1. As a reaction SMILES: [CH3:12][O:13][C:14](=[O:15])[c:16]1[n:17][cH:18][c:19]([N+:22]([O-:23])=[O:24])[cH:20][cH:21]1.[CH3:25][C:26]([OH:27])=[O:28].[CH3:29][N:30]([CH3:31])[CH:32]=[O:33].[Cl:3][c:4]1[cH:5][c:6]([CH2:7][SH:8])[cH:9][cH:10][cH:11]1.[H-:1].[Na+:2]>>[Cl:3][c:4]1[cH:5][c:6]([CH2:7][S:8]([c:19]2[cH:18][n:17][c:16]([C:14]([O:13][CH3:12])=[O:15])[cH:21][cH:20]2)=[O:27])[cH:9][cH:10][cH:11]1. The reactants are FC(C#N)(F)F (trifluoroacetonitrile), C(CCC)(=O)CC(=O)OCC (ethyl butyrylacetate), C(C)(=O)[O-].[Na+] (sodium acetate), C(C)O (ethanol), ice water. Solvent: O (water). Yields the product C(CCC)(=O)C(C(=O)OCC)=C(C(F)(F)F)N (Ethyl 2-butyryl-3-amino-4,4,4-trifluoro-2-butenoate). Isolated yield 56.8%. Reaction SMILES: [C:1]([CH2:6][C:7]([O:9][CH2:10][CH3:11])=[O:8])(=[O:5])[CH2:2][CH2:3][CH3:4].C([O-])(=O)C.[Na+].C(O)C.[F:20][C:21]([F:25])([F:24])[C:22]#[N:23]>O>[C:1]([C:6](=[C:22]([NH2:23])[C:21]([F:25])([F:24])[F:20])[C:7]([O:9][CH2:10][CH3:11])=[O:8])(=[O:5])[CH2:2][CH2:3][CH3:4] |f:1.2|. Procedure details: To a mechanically stirred mixture of 100 g (0.632 mol) of ethyl butyrylacetate, 52 g of sodium acetate, 100 ml of ethanol and 100 ml of water at 70° C. was passed 63 g of trifluoroacetonitrile in 1 day. The reaction mixture was poured into ice water. The oil precipitate was extracted into ether. The ether solution was dried and concentrated. The residue was kugelrohr distilled at 133 Pa (pot temperature 70°-110° C.). The distillate was further distilled through a Vigreaux column at 106 Pa to giv...